From a dataset of the Open Reaction Database (ORD), a public repository of structured organic reaction records. describe an organic reaction: reactants, conditions, products, and yield Reactants: N1(CCCC1)CC1CCNCC1 (4-Pyrrolidin-1-ylmethyl-piperidine), FC1=CC(=C(C=O)C=C1)C(F)(F)F (4-fluoro-2-trifluoromethyl-benzaldehyde). Product: N1(CCCC1)CC1CCN(CC1)C1=CC(=C(C=O)C=C1)C(F)(F)F (4-(4-Pyrrolidin-1-ylmethyl-piperidin-1-yl)-2-trifluoromethyl-benzaldehyde). As a reaction SMILES: [N:1]1([CH2:6][CH:7]2[CH2:12][CH2:11][NH:10][CH2:9][CH2:8]2)[CH2:5][CH2:4][CH2:3][CH2:2]1.F[C:14]1[CH:21]=[CH:20][C:17]([CH:18]=[O:19])=[C:16]([C:22]([F:25])([F:24])[F:23])[CH:15]=1>>[N:1]1([CH2:6][CH:7]2[CH2:12][CH2:11][N:10]([C:14]3[CH:21]=[CH:20][C:17]([CH:18]=[O:19])=[C:16]([C:22]([F:23])([F:25])[F:24])[CH:15]=3)[CH2:9][CH2:8]2)[CH2:5][CH2:4][CH2:3][CH2:2]1. Procedure details: Prepared from the product of Example 4 and 4-fluoro-2-trifluoromethyl-benzaldehyde. The reactants are wet material, O (water), [OH-].[K+] (potassium hydroxide), C(C)OC(CNC1=NC=CC=C1NC(=O)C=1OC(=CC1)Br)=O (N-[3-[(5-bromo-2-furanylcarbonyl)amino]-2-pyridinyl]glycine ethyl ester). Conditions: time 8 hour. Product: BrC1=CC=C(O1)C1=NC=2C(=NC=CC2)N1CC(=O)O (2-(5-Bromo-2-furanyl)-3H-imidazo[4,5-b]pyridine-3-acetic acid). RXN SMILES: C([O:3][C:4](=[O:22])[CH2:5][NH:6][C:7]1[C:12]([NH:13][C:14]([C:16]2[O:17][C:18]([Br:21])=[CH:19][CH:20]=2)=O)=[CH:11][CH:10]=[CH:9][N:8]=1)C.O.[OH-].[K+]>C(O)CO.CO>[Br:21][C:18]1[O:17][C:16]([C:14]2[N:6]([CH2:5][C:4]([OH:3])=[O:22])[C:7]3=[N:8][CH:9]=[CH:10][CH:11]=[C:12]3[N:13]=2)=[CH:20][CH:19]=1 |f:2.3|. Yield: 1.6%. Solvent: CO (methanol), C(CO)O (ethylene glycol). Procedure: A solution of N-[3-[(5-bromo-2-furanylcarbonyl)amino]-2-pyridinyl]glycine ethyl ester (110 g, 0.30 mole) in ethylene glycol (510 ml) was refluxed under nitrogen for two hours. The solution was cooled to room temperature and water (100 ml) and potassium hydroxide pellets (23.25 g, 0.41 mole) were added. The solution was refluxed for an additional 1.5 hours and then filtered, while hot, into ice water (2 liters). A 3N hydrochloric acid solution was added until the suspension was acidic. After stir... Reactants: N(=NC(=O)OCC)C(=O)OCC (diethyl azodicarboxylate), NC1=CC(=NN1C1=C(C=CC=C1)O)C(C)(C)C (5-Amino-3-tert-butyl-pyrazol-1-yl-phenol), C1(=CC=CC=C1)P(C1=CC=CC=C1)C1=CC=CC=C1 (triphenyl phosphine), O1C(CCCC1)OCCO (2-(tetrahydro-pyran-2-yloxy)-ethanol). Solvent: C1CCOC1 (THF), O (Water). Reaction conditions: time 1 hour. Product: C(C)(C)(C)C=1C=C(N(N1)C1=CC(=CC=C1)OCCOC1OCCCC1)N (5-tert-Butyl-2-{3-[2-(tetrahydro-pyran-2-yloxy)-ethoxy]-phenyl}-2H-pyrazol-3-ylamine). The yield is 134.8%. Reaction SMILES: [NH2:1][C:2]1[N:6]([C:7]2[CH:12]=[CH:11][CH:10]=[CH:9][C:8]=2O)[N:5]=[C:4]([C:14]([CH3:17])([CH3:16])[CH3:15])[CH:3]=1.C1(P(C2C=CC=CC=2)C2C=CC=CC=2)C=CC=CC=1.[O:37]1[CH2:42][CH2:41][CH2:40][CH2:39][CH:38]1[O:43][CH2:44][CH2:45][OH:46].N(C(OCC)=O)=NC(OCC)=O>C1COCC1.O>[C:14]([C:4]1[CH:3]=[C:2]([NH2:1])[N:6]([C:7]2[CH:12]=[CH:11][CH:10]=[C:9]([O:46][CH2:45][CH2:44][O:43][CH:38]3[CH2:39][CH2:40][CH2:41][CH2:42][O:37]3)[CH:8]=2)[N:5]=1)([CH3:17])([CH3:16])[CH3:15]. Reported procedure: A solution of intermediate 95a (1.42 g, 6.15 mmol) and triphenyl phosphine (3.22 g, 12.29 mmol) in THF (50 mL), under an atmosphere of argon was treated with 2-(tetrahydro-pyran-2-yloxy)-ethanol (1.25 mL, 9.22 mmol), followed by the dropwise addition of diethyl azodicarboxylate (1.94 mL, 12.29 mmol). The reaction mixture was then stirred at RT for 1 h. Water (0.5 mL) was added and the mixture was concentrated in vacuo. The residue was taken up in EtOAc (8 mL) and cyclohexane was added until trip...